This data is from the Open Reaction Database (ORD), a public repository of structured organic reaction records. The task is: describe an organic reaction: reactants, conditions, products, and yield Reactants: S(=O)(=O)(O)C(C(=O)Cl)N1C=CC=C1 (2-sulfo-2-(1-pyrryl)acetyl chloride), C(C)(=O)OCC1=C(N2C(C(C2SC1)N)=O)C(=O)O (3-[(acetyloxy)methyl]-7-amino-8-oxo-5-thia-1-azabicyclo[4.2.0]-oct-2-ene-2-carboxylic acid), C([O-])(O)=O.[Na+] (sodium bicarbonate). Run in CCOCC (ether), O (water). Yields the product C(C)(=O)OCC1=C(N2C(C(C2SC1)NC(C(N1C=CC=C1)S(=O)(=O)O)=O)=O)C(=O)O (3-[(Acetyloxy)methyl]-7-[[2-sulfo-2-(1-pyrryl)acetyl]-amino]-8-oxo-5-thia-1-azabicyclo[4.2.0]oct-2-ene-2-carboxylic acid). RXN SMILES: [S:1]([CH:5]([N:9]1[CH:13]=[CH:12][CH:11]=[CH:10]1)[C:6](Cl)=[O:7])([OH:4])(=[O:3])=[O:2].[C:14]([O:17][CH2:18][C:19]1[CH2:26][S:25][CH:24]2[N:21]([C:22](=[O:28])[CH:23]2[NH2:27])[C:20]=1[C:29]([OH:31])=[O:30])(=[O:16])[CH3:15].C(=O)(O)[O-].[Na+]>CCOCC.O>[C:14]([O:17][CH2:18][C:19]1[CH2:26][S:25][CH:24]2[N:21]([C:22](=[O:28])[CH:23]2[NH:27][C:6](=[O:7])[CH:5]([S:1]([OH:4])(=[O:3])=[O:2])[N:9]2[CH:13]=[CH:12][CH:11]=[CH:10]2)[C:20]=1[C:29]([OH:31])=[O:30])(=[O:16])[CH3:15] |f:2.3|. Procedure details: A solution of 2-sulfo-2-(1-pyrryl)acetyl chloride (1 equivalent) in ether is added to 3-[(acetyloxy)methyl]-7-amino-8-oxo-5-thia-1-azabicyclo[4.2.0]-oct-2-ene-2-carboxylic acid (1 equivalent) and sodium bicarbonate (about 3 equivalents) in water at about 0° C. After about 30 minutes the phases are separated, the pH adjusted to about 6.5 and the aqueous phase extracted with ethyl acetate. The ethyl acetate is dried over megnesium sulfate, filtered and evaporated to give the title compound.